This data is from the Open Reaction Database (ORD), a public repository of structured organic reaction records. The task is: describe an organic reaction: reactants, conditions, products, and yield Starting materials: C(C)(=O)N1CC=2N(CC1)N=C(C2)NC=2C(N(C=C(C2)Br)C)=O (3-(5-acetyl-4,5,6,7-tetrahydropyrazolo[1,5-a]pyrazin-2-ylamino)-5-bromo-1-methylpyridin-2(1H)-one), C(C)(=O)OCC1=C(C=CC=C1B1OC(C(O1)(C)C)(C)C)N1C(C=2N(C=3CCCCC3C2)CC1)=O (2-(1-oxo-3,4,6,7,8,9-hexahydropyrazino[1,2-a]indol-2(1H)-yl)-6-(4,4,5,5-tetramethyl-1,3,2-dioxaborolan-2-yl)benzyl acetate), COCCOC (DME), C([O-])([O-])=O.[Na+].[Na+] (sodium carbonate). Reagents/catalysts: C=1C=CC(=CC1)[P](C=2C=CC=CC2)(C=3C=CC=CC3)[Pd]([P](C=4C=CC=CC4)(C=5C=CC=CC5)C=6C=CC=CC6)([P](C=7C=CC=CC7)(C=8C=CC=CC8)C=9C=CC=CC9)[P](C=1C=CC=CC1)(C=1C=CC=CC1)C=1C=CC=CC1 (Pd(PPh3)4). Run in CO (MeOH), CCOCC (Et2O), O (water), C(C)(=O)OCC (ethyl acetate). Reaction conditions: temperature 130 celsius. Product: C(C)(=O)OCC1=C(C=CC=C1N1C(C=2N(C=3CCCCC3C2)CC1)=O)C1=CN(C(C(=C1)NC1=NN2C(CN(CC2)C(C)=O)=C1)=O)C (2-(5-(5-acetyl-4,5,6,7-tetrahydropyrazolo[1,5-a]pyrazin-2-ylamino)-1-methyl-6-oxo-1,6-dihydropyridin-3-yl)-6-(1-oxo-3,4,6,7,8,9-hexahydropyrazino[1,2-a]indol-2(1H)-yl)benzyl acetate). Yield: 36.9%. RXN SMILES: [C:1]([N:4]1[CH2:9][CH2:8][N:7]2[N:10]=[C:11]([NH:13][C:14]3[C:15](=[O:22])[N:16]([CH3:21])[CH:17]=[C:18](Br)[CH:19]=3)[CH:12]=[C:6]2[CH2:5]1)(=[O:3])[CH3:2].[C:23]([O:26][CH2:27][C:28]1[C:33](B2OC(C)(C)C(C)(C)O2)=[CH:32][CH:31]=[CH:30][C:29]=1[N:43]1[CH2:55][CH2:54][N:46]2[C:47]3[CH2:48][CH2:49][CH2:50][CH2:51][C:52]=3[CH:53]=[C:45]2[C:44]1=[O:56])(=[O:25])[CH3:24].COCCOC.C(=O)([O-])[O-].[Na+].[Na+]>C1C=CC([P]([Pd]([P](C2C=CC=CC=2)(C2C=CC=CC=2)C2C=CC=CC=2)([P](C2C=CC=CC=2)(C2C=CC=CC=2)C2C=CC=CC=2)[P](C2C=CC=CC=2)(C2C=CC=CC=2)C2C=CC=CC=2)(C2C=CC=CC=2)C2C=CC=CC=2)=CC=1.CO.CCOCC.O.C(OCC)(=O)C>[C:23]([O:26][CH2:27][C:28]1[C:29]([N:43]2[CH2:55][CH2:54][N:46]3[C:47]4[CH2:48][CH2:49][CH2:50][CH2:51][C:52]=4[CH:53]=[C:45]3[C:44]2=[O:56])=[CH:30][CH:31]=[CH:32][C:33]=1[C:18]1[CH:19]=[C:14]([NH:13][C:11]2[CH:12]=[C:6]3[CH2:5][N:4]([C:1](=[O:3])[CH3:2])[CH2:9][CH2:8][N:7]3[N:10]=2)[C:15](=[O:22])[N:16]([CH3:21])[CH:17]=1)(=[O:25])[CH3:24] |f:3.4.5,^1:72,74,93,112|. Procedure details: A microwave tube equipped with a magnetic stirrer was charged with 3-(5-acetyl-4,5,6,7-tetrahydropyrazolo[1,5-a]pyrazin-2-ylamino)-5-bromo-1-methylpyridin-2(1H)-one 108d (120 mg, 0.3 mmol), 2-(1-oxo-3,4,6,7,8,9-hexahydropyrazino[1,2-a]indol-2(1H)-yl)-6-(4,4,5,5-tetramethyl-1,3,2-dioxaborolan-2-yl)benzyl acetate 114a (200 mg, 0.4 mmol), DME (4 mL) and 1M aqueous sodium carbonate (1 mL). After bubbling nitrogen for 15 min, Pd(PPh3)4 (19 mg, 0.02 mmol) was added. The mixture was heated in a microwa...